Dataset: the Open Reaction Database (ORD), a public repository of structured organic reaction records. Task: describe an organic reaction: reactants, conditions, products, and yield Starting materials: CC(=O)N1CCC(CC(=O)c2ccc(F)cc2)CC1, O=C([O-])O, C1CCNCC1, [Na+]. Product: CC(=O)N1CCC(CC(=O)c2ccc(N3CCCCC3)cc2)CC1. As a reaction SMILES: [C:1]([CH3:2])(=[O:3])[N:4]1[CH2:5][CH2:6][CH:7]([CH2:10][C:11]([c:12]2[cH:13][cH:14][c:15]([F:18])[cH:16][cH:17]2)=[O:19])[CH2:8][CH2:9]1.[C:26](=[O:27])([O-:28])[OH:29].[CH2:20]1[CH2:21][CH2:22][NH:23][CH2:24][CH2:25]1.[Na+:30]>>[C:1]([CH3:2])(=[O:3])[N:4]1[CH2:5][CH2:6][CH:7]([CH2:10][C:11]([c:12]2[cH:13][cH:14][c:15]([N:23]3[CH2:22][CH2:21][CH2:20][CH2:25][CH2:24]3)[cH:16][cH:17]2)=[O:19])[CH2:8][CH2:9]1.